describe an organic reaction: reactants, conditions, products, and yield From a dataset of the Open Reaction Database (ORD), a public repository of structured organic reaction records. Product: [N+](=O)([O-])C1=C(C=CC=C1)C=1C(=CC(=CC1)C=1SC=C(N1)C=1SC=CC1)C(=O)O (2′-Nitro-4-(4-thiophen-2-yl-thiazol-2-yl)-biphenyl-2-carboxylic acid). The reactants are COC(=O)C=1C(=CC=C(C1)C(N)=S)C1=C(C=CC=C1)[N+](=O)[O-] (2′-nitro-4-thiocarbamoyl-biphenyl-2-carboxylic acid methyl ester), COC(=O)C=1C(=CC=C(C1)C(N)=S)C1=C(C=CC=C1)[N+](=O)[O-] (2′-nitro-4-thiocarbamoyl-biphenyl-2-carboxylic acid methyl ester), BrCC(=O)C=1SC=CC1 (2-(2-bromoacetyl)thiophene). Yield: 47.0%. Reaction SMILES: C[O:2][C:3]([C:5]1[C:6]([C:14]2[CH:19]=[CH:18][CH:17]=[CH:16][C:15]=2[N+:20]([O-:22])=[O:21])=[CH:7][CH:8]=[C:9]([C:11](=[S:13])[NH2:12])[CH:10]=1)=[O:4].Br[CH2:24][C:25]([C:27]1[S:28][CH:29]=[CH:30][CH:31]=1)=O>>[N+:20]([C:15]1[CH:16]=[CH:17][CH:18]=[CH:19][C:14]=1[C:6]1[C:5]([C:3]([OH:2])=[O:4])=[CH:10][C:9]([C:11]2[S:13][CH:24]=[C:25]([C:27]3[S:28][CH:29]=[CH:30][CH:31]=3)[N:12]=2)=[CH:8][CH:7]=1)([O-:22])=[O:21]. Reported procedure: 2′-Nitro-4-(4-thiophen-2-yl-thiazol-2-yl)-biphenyl-2-carboxylic acid (120 mg, 47%) was prepared from 2′-nitro-4-thiocarbamoyl-biphenyl-2-carboxylic acid methyl ester (which may be prepared as described for Intermediate 4) and 2-(2-bromoacetyl)thiophene (available from Maybridge) using the procedure described for the preparation of Example 1. 1H NMR (300 MHz, DMSO-d6) δ 8.51 (d, J=1.7 Hz, 1H), 8.10-8.20 (m, 3H), 7.71 (t, J=8.1 Hz, 1H), 7.57-7.67 (m, 3H), 7.41 (t, J=8.3 Hz, 2H), 7.15 (t, J=4.6 Hz,... The reactants are O (Water), C[Si](OC1=CCC(CC1)C(=C)C)(C)C (1-trimethylsilyloxy-4-isopropenyl-1-cyclohexene). Run in C(Cl)Cl (CH2Cl2), CN(C)C (trimethylamine). Run at time 2 hour. Yields the product C(=C)(C)C1CCC(CC1)=O (4-Isopropenylcyclohexanone). Reaction SMILES: C[Si](C)(C)[O:3][C:4]1[CH2:9][CH2:8][CH:7]([C:10]([CH3:12])=[CH2:11])[CH2:6][CH:5]=1.O>CN(C)C.C(Cl)Cl>[C:10]([CH:7]1[CH2:8][CH2:9][C:4](=[O:3])[CH2:5][CH2:6]1)([CH3:12])=[CH2:11]. Reported procedure: 4.1 g of a 37% strength solution of HF in trimethylamine were added dropwise with stirring at room temperature to 8.0 g (0.038 mol) of 1-trimethylsilyloxy-4-isopropenyl-1-cyclohexene in 100 ml of CH2Cl2, and the mixture was subsequently stirred for 2 hours. Water was added, extraction was carried out with CH2Cl21 and the combined organic phases were dried and concentrated. 4.7 g (90% of theory) were obtained of a colorless oil which was reacted without further purification. The reactants are O=[Cr](=O)=O, O, C=C(C1=C(CCC(=O)O)C(=O)CC1O)c1ccccc1, c1ccncc1. Product: C=C(C1=C(CCC(=O)O)C(=O)CC1=O)c1ccccc1. As a reaction SMILES: [O:21]=[Cr:22](=[O:23])=[O:24].[OH2:25].[OH:1][CH:2]1[C:3]([C:13](=[CH2:14])[c:15]2[cH:16][cH:17][cH:18][cH:19][cH:20]2)=[C:4]([CH2:8][CH2:9][C:10](=[O:11])[OH:12])[C:5](=[O:7])[CH2:6]1.[cH:26]1[cH:27][cH:28][n:29][cH:30][cH:31]1>>[O:1]=[C:2]1[C:3]([C:13](=[CH2:14])[c:15]2[cH:16][cH:17][cH:18][cH:19][cH:20]2)=[C:4]([CH2:8][CH2:9][C:10](=[O:11])[OH:12])[C:5](=[O:7])[CH2:6]1. Procedure: 2.8 ml of trifluoroacetic acid (37 mmol) was added to a solution of 1.25 g of 2,2-dimethyl-4-(3-fluoro-2-methylphenyl)-5-oxopiperazine-1-carboxylic acid t-butyl ester obtained in Example (67c) (3.7 mmol) in methylene chloride (5.6 ml) at room temperature, and the mixture was stirred at the same temperature for 30 minutes. The reaction mixture was concentrated under reduced pressure. A saturated sodium bicarbonate aqueous solution was added, followed by extraction with methylene chloride. Then, t... Yields the product CC1(NCC(N(C1)C1=C(C(=CC=C1)F)C)=O)C (5,5-Dimethyl-1-(3-fluoro-2-methylphenyl)piperazin-2-one). Reaction SMILES: FC(F)(F)C(O)=O.C(OC([N:15]1[CH2:20][C:19](=[O:21])[N:18]([C:22]2[CH:27]=[CH:26][CH:25]=[C:24]([F:28])[C:23]=2[CH3:29])[CH2:17][C:16]1([CH3:31])[CH3:30])=O)(C)(C)C>C(Cl)Cl>[CH3:30][C:16]1([CH3:31])[CH2:17][N:18]([C:22]2[CH:27]=[CH:26][CH:25]=[C:24]([F:28])[C:23]=2[CH3:29])[C:19](=[O:21])[CH2:20][NH:15]1. Isolated yield 102.9%. Solvent: C(Cl)Cl (methylene chloride). Reactants: FC(C(=O)O)(F)F (trifluoroacetic acid), C(C)(C)(C)OC(=O)N1C(CN(C(C1)=O)C1=C(C(=CC=C1)F)C)(C)C (2,2-Dimethyl-4-(3-fluoro-2-methylphenyl)-5-oxopiperazine-1-carboxylic acid t-butyl ester). Reaction conditions: time 30 minute. The reactants are C(C1=CC=CC=C1)N1C[C@H]([C@@H](C1)C1=C(C=C(C=C1)F)F)C(=O)OC (methyl (3S,4R)-1-benzyl-4-(2,4-difluorophenyl)pyrrolidine-3-carboxylate), 20, [H][H] (hydrogen). Reagents/catalysts: [Pd] (palladium on carbon). Run in C(C)O (ethanol). Conditions: temperature 40 celsius. Yields the product FC1=C(C=CC(=C1)F)[C@H]1[C@@H](CNC1)C(=O)OC (Methyl (3S*,4R*)-4-(2,4-difluorophenyl)pyrrolidine-3-carboxylate). Yield: 98.0%. Reaction SMILES: C([N:8]1[CH2:12][C@@H:11]([C:13]2[CH:18]=[CH:17][C:16]([F:19])=[CH:15][C:14]=2[F:20])[C@H:10]([C:21]([O:23][CH3:24])=[O:22])[CH2:9]1)C1C=CC=CC=1.[H][H]>C(O)C.[Pd]>[F:20][C:14]1[CH:15]=[C:16]([F:19])[CH:17]=[CH:18][C:13]=1[C@@H:11]1[CH2:12][NH:8][CH2:9][C@H:10]1[C:21]([O:23][CH3:24])=[O:22]. Procedure details: To a suspension of methyl (3S,4R)-1-benzyl-4-(2,4-difluorophenyl)pyrrolidine-3-carboxylate, from preparation 20 (15 g, 45 mmol) in ethanol (225 mL) at room temperature under dry nitrogen was added 10% palladium on carbon (Degussa type) (1.5 g), and the reaction mixture placed under 50 psi pressure of hydrogen, and heated to 40° C. overnight. After cooling to room temperature, the reaction mixture was filtered through Celite® and concentrated in vacuo to afford the title compound as an orange oil... The reactants are CO, CCCCOC(=O)Cl, ClCCl, Cl, COC(=O)CCN(C(=O)c1ccc2c(c1)nc(CNc1ccc(C(=N)N)cc1)n2C)c1ccccn1. The product is CCCCOC(=O)NC(=N)c1ccc(NCc2nc3cc(C(=O)N(CCC(=O)OC)c4ccccn4)ccc3n2C)cc1. Reaction SMILES: [CH3:46][OH:47].[Cl:38][C:39](=[O:40])[O:41][CH2:42][CH2:43][CH2:44][CH3:45].[Cl:48][CH2:49][Cl:50].[ClH:1].[n:2]1[c:3]([N:8]([C:9](=[O:10])[c:11]2[cH:12][c:13]3[c:14]([n:15]([CH3:29])[c:16]([CH2:18][NH:19][c:20]4[cH:21][cH:22][c:23]([C:26]([NH2:27])=[NH:28])[cH:24][cH:25]4)[n:17]3)[cH:30][cH:31]2)[CH2:32][CH2:33][C:34](=[O:35])[O:36][CH3:37])[cH:4][cH:5][cH:6][cH:7]1>>[n:2]1[c:3]([N:8]([C:9](=[O:10])[c:11]2[cH:12][c:13]3[c:14]([n:15]([CH3:29])[c:16]([CH2:18][NH:19][c:20]4[cH:21][cH:22][c:23]([C:26](=[NH:27])[NH:28][C:39](=[O:40])[O:41][CH2:42][CH2:43][CH2:44][CH3:45])[cH:24][cH:25]4)[n:17]3)[cH:30][cH:31]2)[CH2:32][CH2:33][C:34](=[O:35])[O:36][CH3:37])[cH:4][cH:5][cH:6][cH:7]1. The reactants are C(C)(C)(C)OC(NC1=C(C=C(C(=C1)N(C)C)C(F)(F)F)NC(CC(C1=CC(=CC=C1)N1N=NC=C1)=O)=O)=O ({5-dimethylamino-2-[3-oxo-3-(3-[1,2,3]triazol-1-yl-phenyl)-propionylamino]-4-trifluoromethyl-phenyl}-carbamic acid tert.-butyl ester), C(=O)(C(F)(F)F)O (TFA). Run in C(Cl)Cl (CH2Cl2). Yields the product CN(C1=CC2=C(NC(CC(=N2)C2=CC(=CC=C2)N2N=NC=C2)=O)C=C1C(F)(F)F)C (7-Dimethylamino-4-(3-[1,2,3]triazol-1-yl-phenyl)-8-trifluoromethyl-1,3-dihydro-benzo[b][1,4]diazepin-2-one), solid. Reaction SMILES: C(OC(=O)[NH:7][C:8]1[CH:13]=[C:12]([N:14]([CH3:16])[CH3:15])[C:11]([C:17]([F:20])([F:19])[F:18])=[CH:10][C:9]=1[NH:21][C:22](=[O:37])[CH2:23][C:24](=O)[C:25]1[CH:30]=[CH:29][CH:28]=[C:27]([N:31]2[CH:35]=[CH:34][N:33]=[N:32]2)[CH:26]=1)(C)(C)C.C(O)(C(F)(F)F)=O>C(Cl)Cl>[CH3:15][N:14]([CH3:16])[C:12]1[C:11]([C:17]([F:20])([F:19])[F:18])=[CH:10][C:9]2[NH:21][C:22](=[O:37])[CH2:23][C:24]([C:25]3[CH:30]=[CH:29][CH:28]=[C:27]([N:31]4[CH:35]=[CH:34][N:33]=[N:32]4)[CH:26]=3)=[N:7][C:8]=2[CH:13]=1. Reported procedure: The title compound was prepared from {5-dimethylamino-2-[3-oxo-3-(3-[1,2,3]triazol-1-yl-phenyl)-propionylamino]-4-trifluoromethyl-phenyl}-carbamic acid tert.-butyl ester (Example M74) (905 mg, 1.7 mmol) by treatment with TFA in CH2Cl2 according to the general procedure N. Obtained as a yellow solid (566 mg). Starting materials: ClC1=CC=C(C(=N1)C=1NC2=CC=CC(=C2C1)F)C=CCCO (4-(6-chloro-2-(4-fluoro-1H-indol-2-yl)pyridin-3-yl)but-3-en-1-ol), FC1=CC=C(C=C1)C=1OC2=C(C1C(NC)=O)C=C(C(=C2)N(S(=O)(=O)C)C)B(O)O ((2-(4-fluorophenyl)-3-(methylcarbamoyl)-6-(N-methylmethyl sulfonamido)benzofuran-5-yl)boronic acid), C(=O)([O-])[O-].[Na+].[Na+] (Na2CO3). Reagents/catalysts: C=1C=CC(=CC1)/C=C/C(=O)/C=C/C2=CC=CC=C2.C=1C=CC(=CC1)/C=C/C(=O)/C=C/C2=CC=CC=C2.C=1C=CC(=CC1)/C=C/C(=O)/C=C/C2=CC=CC=C2.[Pd].[Pd] (Pd2(dba)3), CC(C)C1=CC(=C(C(=C1)C(C)C)C2=C(C=CC=C2)P(C3CCCCC3)C4CCCCC4)C(C)C (X-Phos). Solvent: O1CCOCC1.CN(C)C=O.O (dioxane DMF H2O). Reaction conditions: time 8 hour. Yields the product FC1=C2C=C(NC2=CC=C1)C1=C(C=CC(=N1)C=1C(=CC2=C(C(=C(O2)C2=CC=C(C=C2)F)C(=O)NC)C1)N(S(=O)(=O)C)C)C=CCCO (5-(6-(4-fluoro-1H-indol-2-yl)-5-(4-hydroxybut-1-en-1-yl)pyridin-2-yl)-2-(4-fluorophenyl)-N-methyl-6-(N-methylmethylsulfonamido)benzofuran-3-carboxamide). Isolated yield 54.9%. As a reaction SMILES: Cl[C:2]1[N:7]=[C:6]([C:8]2[NH:9][C:10]3[C:15]([CH:16]=2)=[C:14]([F:17])[CH:13]=[CH:12][CH:11]=3)[C:5]([CH:18]=[CH:19][CH2:20][CH2:21][OH:22])=[CH:4][CH:3]=1.[F:23][C:24]1[CH:29]=[CH:28][C:27]([C:30]2[O:31][C:32]3[CH:42]=[C:41]([N:43]([CH3:48])[S:44]([CH3:47])(=[O:46])=[O:45])[C:40](B(O)O)=[CH:39][C:33]=3[C:34]=2[C:35](=[O:38])[NH:36][CH3:37])=[CH:26][CH:25]=1.C([O-])([O-])=O.[Na+].[Na+]>O1CCOCC1.CN(C=O)C.O.C1C=CC(/C=C/C(/C=C/C2C=CC=CC=2)=O)=CC=1.C1C=CC(/C=C/C(/C=C/C2C=CC=CC=2)=O)=CC=1.C1C=CC(/C=C/C(/C=C/C2C=CC=CC=2)=O)=CC=1.[Pd].[Pd].CC(C1C=C(C(C)C)C(C2C=CC=CC=2P(C2CCCCC2)C2CCCCC2)=C(C(C)C)C=1)C>[F:17][C:14]1[CH:13]=[CH:12][CH:11]=[C:10]2[C:15]=1[CH:16]=[C:8]([C:6]1[N:7]=[C:2]([C:40]3[C:41]([N:43]([CH3:48])[S:44]([CH3:47])(=[O:46])=[O:45])=[CH:42][C:32]4[O:31][C:30]([C:27]5[CH:28]=[CH:29][C:24]([F:23])=[CH:25][CH:26]=5)=[C:34]([C:35]([NH:36][CH3:37])=[O:38])[C:33]=4[CH:39]=3)[CH:3]=[CH:4][C:5]=1[CH:18]=[CH:19][CH2:20][CH2:21][OH:22])[NH:9]2 |f:2.3.4,5.6.7,8.9.10.11.12|. Procedure: A solution of 4-(6-chloro-2-(4-fluoro-1H-indol-2-yl)pyridin-3-yl)but-3-en-1-ol (500 mg, 1.58 mmol), (2-(4-fluorophenyl)-3-(methylcarbamoyl)-6-(N-methylmethyl sulfonamido)benzofuran-5-yl)boronic acid (800 mg, 1.89 mmol) and Na2CO3 (340 mg, 3.15 mmol) in dioxane/DMF/H2O (5 mL/1 mL/0.2 mL) was added Pd2(dba)3 (10 mg) and X-Phos (10 mg) under N2. It was put into a pre-heated oil-bath at 110° C. for 8 hours. The mixture was concentrated and it was extracted with EtOAc. The combined organic phase was ... Reactants: ClC=1C2=C(SC1C(=O)Cl)C=CC(=C2)OCC2=CC=CC=C2 (3-chloro-5-(phenylmethoxy)benzo[b]thiophene-2-carbonyl chloride), [NH4+].[OH-] (NH4OH). Solvent: C1(=CC=CC=C1)C (toluene). Yields the product ClC=1C2=C(SC1C(=O)N)C=CC(=C2)OCC2=CC=CC=C2 (3-chloro-5-(phenylmethoxy)benzo[b]thiophene-2-carboxamide). The yield is 84.0%. Reaction SMILES: [Cl:1][C:2]1[C:3]2[CH:13]=[C:12]([O:14][CH2:15][C:16]3[CH:21]=[CH:20][CH:19]=[CH:18][CH:17]=3)[CH:11]=[CH:10][C:4]=2[S:5][C:6]=1[C:7](Cl)=[O:8].[NH4+:22].[OH-]>C1(C)C=CC=CC=1>[Cl:1][C:2]1[C:3]2[CH:13]=[C:12]([O:14][CH2:15][C:16]3[CH:21]=[CH:20][CH:19]=[CH:18][CH:17]=3)[CH:11]=[CH:10][C:4]=2[S:5][C:6]=1[C:7]([NH2:22])=[O:8] |f:1.2|. Reported procedure: To a warm solution of 3-chloro-5-(phenylmethoxy)benzo[b]thiophene-2-carbonyl chloride (2.0 g, 6 mmol) [Connor D. T., et al., J. Med. Chem, 35, 935, (1992)] in 20 mL of toluene is added dropwise 10 mL of aqueous NH4OH. The resulting precipitate is collected by filtration washing with ethyl alcohol to provide 3-chloro-5-(phenylmethoxy)benzo[b]thiophene-2-carboxamide in 84% yield; mp=205.5°-206° C.